This data is from the Open Reaction Database (ORD), a public repository of structured organic reaction records. The task is: describe an organic reaction: reactants, conditions, products, and yield The reactants are S(=O)([O-])S(=O)[O-].[Na+].[Na+] (sodium hydrosulfite), N1C=NC=C1 (imidazole), N1=CC(=CC=C1)CC1=C(C(C(=C(C1=O)C)C)=O)C (6-(3-Pyridylmethyl)-2,3,5-trimethyl-1,4-benzoquinone), C(C)(C)(C)[Si](C1=CC=CC=C1)(C1=CC=CC=C1)Cl (tert-butylchloro-diphenylsilane). The solvent is O (water), ClCCl (dichloromethane). Reaction conditions: time 1 hour. Yields the product [Si](C1=CC=CC=C1)(C1=CC=CC=C1)(C(C)(C)C)OC1=C(C(=C(C(=C1C)CC=1C=NC=CC1)O)C)C (4-tert-butyldiphenylsilyloxy-6-(3-pyridylmethyl)-2,3,5-trimethylphenol). RXN SMILES: [N:1]1[CH:6]=[CH:5][CH:4]=[C:3]([CH2:7][C:8]2[C:13](=[O:14])[C:12]([CH3:15])=[C:11]([CH3:16])[C:10](=[O:17])[C:9]=2[CH3:18])[CH:2]=1.S(S([O-])=O)([O-])=O.[Na+].[Na+].[C:27]([Si:31](Cl)([C:38]1[CH:43]=[CH:42][CH:41]=[CH:40][CH:39]=1)[C:32]1[CH:37]=[CH:36][CH:35]=[CH:34][CH:33]=1)([CH3:30])([CH3:29])[CH3:28].N1C=CN=C1>ClCCl.O>[Si:31]([O:17][C:10]1[C:9]([CH3:18])=[C:8]([CH2:7][C:3]2[CH:2]=[N:1][CH:6]=[CH:5][CH:4]=2)[C:13]([OH:14])=[C:12]([CH3:15])[C:11]=1[CH3:16])([C:27]([CH3:30])([CH3:29])[CH3:28])([C:38]1[CH:39]=[CH:40][CH:41]=[CH:42][CH:43]=1)[C:32]1[CH:37]=[CH:36][CH:35]=[CH:34][CH:33]=1 |f:1.2.3|. Reported procedure: 6-(3-Pyridylmethyl)-2,3,5-trimethyl-1,4-benzoquinone (241 mg, 1 mmol) was dissolved in dichloromethane (5 ml). The solution was stirred for 1 hour with a solution containing sodium hydrosulfite (400 mg, 2.3 mmol) in water (5 ml). The dichloromethane layer was separated, dried over anhydrous magnesium sulfate and concentrated under reduced pressure. The residue was dissolved in dichloromethane (5 ml), and tert-butylchloro-diphenylsilane (550 mg, 2 mmol) was added. Then imidazole (136 mg, 2 mmol) ... Reactants: Cc1cc(F)cc(C)c1CBr, CC(C)=O, [I-], CCOC(=O)c1c(C)nc2c(N)cc(Br)cn12, [Na+], [Na+], [Na+], O=C([O-])[O-]. The product is CCOC(=O)c1c(C)nc2c(NCc3c(C)cc(F)cc3C)cc(Br)cn12. Reaction SMILES: [CH3:18][c:19]1[c:20]([CH2:21][Br:22])[c:23]([CH3:28])[cH:24][c:25]([F:27])[cH:26]1.[CH3:37][C:38](=[O:39])[CH3:40].[I-:30].[NH2:1][c:2]1[c:3]2[n:4]([cH:5][c:6]([Br:8])[cH:7]1)[c:9]([C:13](=[O:14])[O:15][CH2:16][CH3:17])[c:10]([CH3:12])[n:11]2.[Na+:29].[Na+:31].[Na+:32].[O-:33][C:34](=[O:35])[O-:36]>>[NH:1]([c:2]1[c:3]2[n:4]([cH:5][c:6]([Br:8])[cH:7]1)[c:9]([C:13](=[O:14])[O:15][CH2:16][CH3:17])[c:10]([CH3:12])[n:11]2)[CH2:21][c:20]1[c:19]([CH3:18])[cH:26][c:25]([F:27])[cH:24][c:23]1[CH3:28]. Reactants: ClC=1C=C(C(=CC1OC1=C(C=C(C=C1)Cl)Cl)N)N (4-chloro-5-(2,4-dichlorophenoxy)benzene-1,2-diamine), FC(C(=O)O)(F)F (trifluoroacetic acid). Solvent: Cl (hydrogen chloride). The product is ClC1=CC2=C(NC(=N2)C(F)(F)F)C=C1OC1=C(C=C(C=C1)Cl)Cl (5-chloro-6-(2,4-dichlorophenoxy)-2-(trifluoromethyl)-1H-1,3-benzodiazole). Isolated yield 66.0%. Reaction SMILES: [Cl:1][C:2]1[CH:3]=[C:4]([NH2:18])[C:5]([NH2:17])=[CH:6][C:7]=1[O:8][C:9]1[CH:14]=[CH:13][C:12]([Cl:15])=[CH:11][C:10]=1[Cl:16].[F:19][C:20]([F:25])([F:24])[C:21](O)=O>Cl>[Cl:1][C:2]1[C:7]([O:8][C:9]2[CH:14]=[CH:13][C:12]([Cl:15])=[CH:11][C:10]=2[Cl:16])=[CH:6][C:5]2[NH:17][C:21]([C:20]([F:25])([F:24])[F:19])=[N:18][C:4]=2[CH:3]=1. Procedure details: A solution of 4-chloro-5-(2,4-dichlorophenoxy)benzene-1,2-diamine (100 mg, 0.33 mmol) in trifluoroacetic acid (5 ml) and hydrogen chloride (conc. 1 ml) was stirred overnight at 80° C. The reaction was then quenched water (100 ml), extracted with ethyl acetate (2×50 ml) and the organic layers combined. The resulting mixture was washed with saturated aqueous NaHCO3 (100 ml), dried over anhydrous sodium sulfate and concentrated under reduce pressure to give a residue, which was purified by a silica... Starting materials: C(=O)(O)C1=CC=C(C=CC(=O)OC)C=C1 (methyl 4-carboxycinnamate), Cl.CN (methylamine hydrochloride), C(C)N=C=NCCCN(C)C (1-ethyl-3-(3-dimethylaminopropyl)carbodiimide), ON1N=NC2=C1C=CC=C2 (1-hydroxybenzotriazole). Solvent: C(Cl)Cl (methylene chloride), CN(C=O)C (dimethylformamide), O (water). Run at time 2 hour. The product is CNC(=O)C1=CC=C(C=CC(=O)OC)C=C1 (methyl 4-(methylcarbamoyl)cinnamate). Yield: 48.2%. Reaction SMILES: [C:1]([C:4]1[CH:15]=[CH:14][C:7]([CH:8]=[CH:9][C:10]([O:12][CH3:13])=[O:11])=[CH:6][CH:5]=1)(O)=[O:2].Cl.CN.[CH2:19]([N:21]=C=NCCCN(C)C)C.ON1C2C=CC=CC=2N=N1>C(Cl)Cl.O.CN(C)C=O>[CH3:19][NH:21][C:1]([C:4]1[CH:15]=[CH:14][C:7]([CH:8]=[CH:9][C:10]([O:12][CH3:13])=[O:11])=[CH:6][CH:5]=1)=[O:2] |f:1.2|. Reported procedure: To a solution of methyl 4-carboxycinnamate (160 mg) in methylene chloride was added methylamine hydrochloride (58 mg) and 1-ethyl-3-(3-dimethylaminopropyl)carbodiimide (140 mg) at ambient temperature, and the mixture was stirred for 2 hours. To this suspension was added 1-hydroxybenzotriazole (137 mg) and dimethylformamide (2 ml), and the mixture was stirred for 14 hours at same temperature. The reaction mixture was poured into water, and extracted with dichloromethane. The organic layer was was...